Dataset: the Open Reaction Database (ORD), a public repository of structured organic reaction records. Task: describe an organic reaction: reactants, conditions, products, and yield The reactants are NC=1SC=C(N1)C(C(=O)N[C@H]1[C@H]2SCC(=C(N2C1=O)C(=O)O)CSC1=CC(=NC=2N1N=C(N2)C)C(NO)=O)=O ((6R,7R)-7-(2-Amino-4-thiazoleglyoxylamido)-3-[[[5-(hydroxycarbamoyl)-2-methyl-s-triazolo[1,5-a]pyrimidin-7-yl]thio]methyl]-8-oxo-5-thia-1-azabicyclo[4.2.0]oct-2-ene-2-carboxylic acid), Cl.NOC(C(=O)NNC(C1=CC(=C(C=C1)O)O)=O)(C)C (1-[2-(aminooxy)-2-methylpropionyl]-2-(3,4-dihydroxybenzoyl)hydrazine hydrochloride), Cl.NOC(C(=O)NNC(C1=CC(=C(C=C1)O)O)=O)(C)C (1-[2-(aminooxy)-2-methylpropionyl]-2-(3,4-dihydroxybenzoyl)hydrazine hydrochloride). The solvent is CC(=O)N(C)C (dimethylacetamide). Product: NC=1SC=C(N1)/C(/C(=O)N[C@H]1[C@H]2SCC(=C(N2C1=O)C(=O)O)CSC1=CC(=NC=2N1N=C(N2)C)C(NO)=O)=N/OC(C)(C)C(NNC(C2=CC(=C(C=C2)O)O)=O)=O ((6R,7R)-7-[(Z)-2-(2-amino-4-thiazolyl)-2-[[1-[3-(3,4-dihydroxybenzoyl)carbazoyl]-1-methylethoxy]imino]acetamido]-3-[[[5-(hydroxycarbamoyl)-2-methyl-s-triazolo[1,5-a]pyrimidin-7-yl]thio]methyl]-8-oxo-5-thia-1-azabicyclo[4.2.0]oct-2-ene-2-carboxylic acid). Reaction SMILES: [NH2:1][C:2]1[S:3][CH:4]=[C:5]([C:7](=O)[C:8]([NH:10][C@@H:11]2[C:18](=[O:19])[N:17]3[C@@H:12]2[S:13][CH2:14][C:15]([CH2:23][S:24][C:25]2[N:30]4[N:31]=[C:32]([CH3:34])[N:33]=[C:29]4[N:28]=[C:27]([C:35](=[O:38])[NH:36][OH:37])[CH:26]=2)=[C:16]3[C:20]([OH:22])=[O:21])=[O:9])[N:6]=1.Cl.[NH2:41][O:42][C:43]([CH3:59])([CH3:58])[C:44]([NH:46][NH:47][C:48](=[O:57])[C:49]1[CH:54]=[CH:53][C:52]([OH:55])=[C:51]([OH:56])[CH:50]=1)=[O:45]>CC(N(C)C)=O>[NH2:1][C:2]1[S:3][CH:4]=[C:5](/[C:7](=[N:41]/[O:42][C:43]([C:44](=[O:45])[NH:46][NH:47][C:48](=[O:57])[C:49]2[CH:54]=[CH:53][C:52]([OH:55])=[C:51]([OH:56])[CH:50]=2)([CH3:58])[CH3:59])/[C:8]([NH:10][C@@H:11]2[C:18](=[O:19])[N:17]3[C@@H:12]2[S:13][CH2:14][C:15]([CH2:23][S:24][C:25]2[N:30]4[N:31]=[C:32]([CH3:34])[N:33]=[C:29]4[N:28]=[C:27]([C:35](=[O:38])[NH:36][OH:37])[CH:26]=2)=[C:16]3[C:20]([OH:22])=[O:21])=[O:9])[N:6]=1 |f:1.2|. Procedure: (6R,7R)-7-(2-Amino-4-thiazoleglyoxylamido)-3-[[[5-(hydroxycarbamoyl)-2-methyl-s-triazolo[1,5-a]pyrimidin-7-yl]thio]methyl]-8-oxo-5-thia-1-azabicyclo[4.2.0]oct-2-ene-2-carboxylic acid and 36.9 mg (0.121 mmol) of 1-[2-(aminooxy)-2-methylpropionyl]-2-(3,4-dihydroxybenzoyl)hydrazine hydrochloride (55 mg) (0.093 mmol) are dissolved in 7 ml of absolute dimethylacetamide. After stirring at room temperature for 20 hours a further 18.4 mg (0.060 mmol) of 1-[2-(aminooxy)-2-methylpropionyl]-2-(3,4-dihydrox... Reactants: COC1=CC=C2C(=C(NC2=C1)C1=CC=CC=C1)C (6-Methoxy-3-methyl-2-phenyl-1H-indole), Cl.N1=CC=CC=C1 (pyridine hydrochloride), C(C)(=O)OCC (ethyl acetate). The solvent is O (water). Yields the product OC1=CC=C2C(=C(NC2=C1)C1=CC=CC=C1)C (6-hydroxy-3-methyl-2-phenyl-1H-indole). RXN SMILES: C[O:2][C:3]1[CH:11]=[C:10]2[C:6]([C:7]([CH3:18])=[C:8]([C:12]3[CH:17]=[CH:16][CH:15]=[CH:14][CH:13]=3)[NH:9]2)=[CH:5][CH:4]=1.Cl.N1C=CC=CC=1.C(OCC)(=O)C>O>[OH:2][C:3]1[CH:11]=[C:10]2[C:6]([C:7]([CH3:18])=[C:8]([C:12]3[CH:17]=[CH:16][CH:15]=[CH:14][CH:13]=3)[NH:9]2)=[CH:5][CH:4]=1 |f:1.2|. Procedure details: 6-Methoxy-3-methyl-2-phenyl-1H-indole (5.00 g; synthesized according to the process described in Tetrahedron, vol. 41, p. 4615 (1985)) and pyridine hydrochloride (11.56 g) were stirred at 180° C. for 100 minutes. After the reaction mixture was cooled down to room temperature, ethyl acetate and water were added. After the layers were separated, the organic layer was washed sequentially with aqueous 0.5 N hydrochloric acid and saturated brine, and dried. The solvent was then distilled off under re... The reactants are CO (methanol), C[O-].[Na+] (sodium methoxide), CC(C)=CCC\C(\C)=C\CO (geraniol), COC(CN(CCCCCCCC)CCCCCCCC)=O (N,N-dioctylglycine methyl ester). Run in C1(=CC=CC=C1)C (toluene). Conditions: time 1 hour. The product is C(\C=C(/C)\CCC=C(C)C)OC(CN(CCCCCCCC)CCCCCCCC)=O (N,N-dioctylglycine geranyl ester). Reaction SMILES: [CH3:1][O:2][C:3](=[O:22])[CH2:4][N:5]([CH2:14][CH2:15][CH2:16][CH2:17][CH2:18][CH2:19][CH2:20][CH3:21])[CH2:6][CH2:7][CH2:8][CH2:9][CH2:10][CH2:11][CH2:12][CH3:13].C[O-].[Na+].[CH3:26][C:27](=[CH:29][CH2:30][CH2:31]/[C:32](=[CH:34]/CO)/[CH3:33])[CH3:28].CO>C1(C)C=CC=CC=1>[CH2:1]([O:2][C:3](=[O:22])[CH2:4][N:5]([CH2:14][CH2:15][CH2:16][CH2:17][CH2:18][CH2:19][CH2:20][CH3:21])[CH2:6][CH2:7][CH2:8][CH2:9][CH2:10][CH2:11][CH2:12][CH3:13])/[CH:26]=[C:27](/[CH2:29][CH2:30][CH:31]=[C:32]([CH3:34])[CH3:33])\[CH3:28] |f:1.2|. Reported procedure: To a mixture of N,N-dioctylglycine methyl ester (47.02 g, 150 mmol, 1 eq) in toluene (250 ml) under argon was slowly added some sodium methoxide (1.01 g, 0.019 mol, 0.125 eq) and geraniol (27.3 ml, 158 mmol, 1.05 eq). The mixture was heated under vacuum (10 mm Hg) and the methanol produced by the transesterification reaction is distilled with toluene over one hour after which the reaction appeared completed by 1H NMR. Any remaining toluene is evaporated under vacuum. Diethyl ether was added (200... The reactants are Cc1cccc(CSC(=N)N)n1, Cl, Cl, [Na+], [OH-], O. Yields the product Cc1cccc(CS)n1. RXN SMILES: [CH3:5][c:6]1[cH:7][cH:8][cH:9][c:10]([CH2:12][S:13][C:14](=[NH:15])[NH2:16])[n:11]1.[ClH:3].[ClH:4].[Na+:2].[OH-:1].[OH2:17]>>[CH3:5][c:6]1[cH:7][cH:8][cH:9][c:10]([CH2:12][SH:13])[n:11]1. Reaction SMILES: [CH3:1][N:2]([CH3:17])[C:3]1[CH:8]=[CH:7][C:6]([CH:9]([O:12][Si](C)(C)C)[C:10]#[N:11])=[CH:5][CH:4]=1.Cl.C([O-])(O)=O.[Na+]>C1COCC1.CCOC(C)=O.O>[CH3:1][N:2]([CH3:17])[C:3]1[CH:4]=[CH:5][C:6]([CH:9]([OH:12])[C:10]#[N:11])=[CH:7][CH:8]=1 |f:2.3|. Yield: 102.1%. The solvent is C1CCOC1 (THF), CCOC(=O)C (EtOAc), O (water). The reactants are CN(C1=CC=C(C=C1)C(C#N)O[Si](C)(C)C)C (2-(4-(dimethylamino)phenyl)-2-(trimethylsilyloxy)acetonitrile), Cl (HCl), C(=O)(O)[O-].[Na+] (NaHCO3), Cl (HCl). Procedure details: To a solution of 2-(4-(dimethylamino)phenyl)-2-(trimethylsilyloxy)acetonitrile (7.19 g, 28.9 mmol) in THF (35 mL) was added 1 M aqueous HCl (1 mL) and the mixture was stirred for 1 hour. Additional 1 M HCl (1 mL) was then added and the reaction mixture was stirred for an additional 50 minutes. The mixture was made basic with solid NaHCO3 then diluted with EtOAc and water. The layers were separated and the organics were washed with saturated aqueous NaHCO3, water and brine. The solution was dried... Yields the product CN(C1=CC=C(C=C1)C(C#N)O)C (2-(4-(dimethylamino)phenyl)-2-hydroxyacetonitrile). Reaction conditions: time 1 hour. Starting materials: C1(=CC=CC=C1)S(=O)(=O)N1C=CC2=CC(=CC=C12)OCCNC(C)=O (N-(2-{[1-(phenylsulfonyl)-1H-indol-5-yl]oxy}ethyl)acetamide), C1(=CC=CC=C1)S(=O)(=O)N1C=CC2=CC(=CC=C12)OCCNC(C)=O (N-(2-{[1-(phenylsulfonyl)-1H-indol-5-yl]oxy}ethyl)acetamide), P(=O)(Cl)(Cl)Cl (phosphoryl chloride). The solvent is C(C)#N (acetonitrile). The product is CC1=NCCOC=2C1=C1C=CN(C1=CC2)S(=O)(=O)C2=CC=CC=C2 (1-Methyl-8-(phenylsulfonyl)-3,8-dihydro-4H-[1,4]oxazepino[6,7-e]indole). The yield is 104.9%. As a reaction SMILES: [C:1]1([S:7]([N:10]2[C:18]3[C:13](=[CH:14][C:15]([O:19][CH2:20][CH2:21][NH:22][C:23](=O)[CH3:24])=[CH:16][CH:17]=3)[CH:12]=[CH:11]2)(=[O:9])=[O:8])[CH:6]=[CH:5][CH:4]=[CH:3][CH:2]=1.P(Cl)(Cl)(Cl)=O>C(#N)C>[CH3:24][C:23]1[C:14]2=[C:13]3[C:18](=[CH:17][CH:16]=[C:15]2[O:19][CH2:20][CH2:21][N:22]=1)[N:10]([S:7]([C:1]1[CH:6]=[CH:5][CH:4]=[CH:3][CH:2]=1)(=[O:9])=[O:8])[CH:11]=[CH:12]3. Procedure: To N-(2-{[1-(phenylsulfonyl)-1H-indol-5-yl]oxy}ethyl)acetamide (Intermediate 25, 5.0 g, 14 mmol) in acetonitrile (7.5 L) was phosphoryl chloride (100 mL) added and the reaction mixture was heated at reflux overnight. The reaction mixture was allowed to cool to room temperature and the solvent was removed under reduced pressure to give the crude material of the title compound (5.0 g). A small amount of the crude material was purified by preparative HPLC (XTerra C18, 50 mM NH4HCO3 pH 10-CH3CN) to ... Reactants: OC1CCN(CC1)C(=O)OC(C)(C)C (tert-butyl 4-hydroxypiperidine-1-carboxylate), ClC1=NC(=NC(=C1)Cl)C(F)(F)F (4,6-dichloro-2-(trifluoromethyl)pyrimidine), [H-].[Na+] (Sodium hydride). Solvent: C1CCOC1 (THF). Reaction conditions: temperature 0 celsius, time 16 hour. Yields the product ClC1=CC(=NC(=N1)C(F)(F)F)OC1CCN(CC1)C(=O)OC(C)(C)C (tert-Butyl 4-{[6-chloro-2-(trifluoromethyl)pyrimidin-4-yl]oxy}piperidine-1-carboxylate). As a reaction SMILES: [OH:1][CH:2]1[CH2:7][CH2:6][N:5]([C:8]([O:10][C:11]([CH3:14])([CH3:13])[CH3:12])=[O:9])[CH2:4][CH2:3]1.[Cl:15][C:16]1[CH:21]=[C:20](Cl)[N:19]=[C:18]([C:23]([F:26])([F:25])[F:24])[N:17]=1.[H-].[Na+]>C1COCC1>[Cl:15][C:16]1[N:17]=[C:18]([C:23]([F:26])([F:25])[F:24])[N:19]=[C:20]([O:1][CH:2]2[CH2:3][CH2:4][N:5]([C:8]([O:10][C:11]([CH3:14])([CH3:13])[CH3:12])=[O:9])[CH2:6][CH2:7]2)[CH:21]=1 |f:2.3|. Procedure: In a reaction flask, tert-butyl 4-hydroxypiperidine-1-carboxylate (2.02 g, 10.0 mmol) and 4,6-dichloro-2-(trifluoromethyl)pyrimidine (2.18 g, 10.0 mmol) were dissolved in THF (19.7 mL) and cooled to 0° C. Sodium hydride (0.603 g, 15.1 mmol) was added and then the mixture was stirred for 30 minutes at 0° C. and at 25° C. for another 16 hours. The reaction was quenched with water, and was extracted with ethyl acetate and the organic extracts were washed with water, brine, dried over MgSC4, filtere... Reactants: C(C)(C)(C)OC(=O)NCCCNC(NC=1C=C(C(=O)OCC)C=CC1)=O (ethyl 3-(3-(3-tert-butyloxycarbonylaminopropyl)ureido)benzoate), [OH-].[Na+] (NaOH). Solvent: C(C)O (ethanol). Conditions: time 7 day. Product: C(C)(C)(C)OC(=O)NCCCNC(NC=1C=C(C(=O)O)C=CC1)=O (3-(3-(3-tert-Butyloxycarbonylaminopropyl)ureido)benzoic acid). As a reaction SMILES: [C:1]([O:5][C:6]([NH:8][CH2:9][CH2:10][CH2:11][NH:12][C:13](=[O:26])[NH:14][C:15]1[CH:16]=[C:17]([CH:23]=[CH:24][CH:25]=1)[C:18]([O:20]CC)=[O:19])=[O:7])([CH3:4])([CH3:3])[CH3:2].[OH-].[Na+]>C(O)C>[C:1]([O:5][C:6]([NH:8][CH2:9][CH2:10][CH2:11][NH:12][C:13](=[O:26])[NH:14][C:15]1[CH:16]=[C:17]([CH:23]=[CH:24][CH:25]=1)[C:18]([OH:20])=[O:19])=[O:7])([CH3:4])([CH3:2])[CH3:3] |f:1.2|. Procedure: 2.50 g (6.84 mmol) of ethyl 3-(3-(3-tert-butyloxycarbonylaminopropyl)ureido)benzoate are dissolved in 80 ml of ethanol and treated with 3.42 ml of 2N NaOH. After 7 d at room temperature, the mixture is concentrated in vacuo. The residue is treated with water, and the mixture is acidified with citric acid and extracted with ethyl acetate. After drying (MgSO4), solid is filtered off and the solvent is removed in vacuo.